From a dataset of the Open Reaction Database (ORD), a public repository of structured organic reaction records. describe an organic reaction: reactants, conditions, products, and yield The reactants are C(C)OC(C(=CC=1OC(=CC1)C1=CC=C(C=C1)Cl)N=[N+]=[N-])=O (2-Azido-3-[5-(4-chloro-phenyl)-furan-2-yl]-acrylic acid ethyl ester). Run in CC=1C=CC(=CC1)C (p-xylene). Reaction conditions: temperature 140 celsius. Product: C(C)OC(=O)C1=CC2=C(N1)C=C(O2)C2=CC=C(C=C2)Cl (2-(4-chloro-phenyl)-4H-furo[3,2-b]pyrrole-5-carboxylic acid ethyl ester). Yield: 78.4%. RXN SMILES: [CH2:1]([O:3][C:4](=[O:22])[C:5]([N:19]=[N+]=[N-])=[CH:6][C:7]1[O:8][C:9]([C:12]2[CH:17]=[CH:16][C:15]([Cl:18])=[CH:14][CH:13]=2)=[CH:10][CH:11]=1)[CH3:2]>CC1C=CC(C)=CC=1>[CH2:1]([O:3][C:4]([C:5]1[NH:19][C:11]2[CH:10]=[C:9]([C:12]3[CH:17]=[CH:16][C:15]([Cl:18])=[CH:14][CH:13]=3)[O:8][C:7]=2[CH:6]=1)=[O:22])[CH3:2]. Reported procedure: The obtained 2-Azido-3-[5-(4-chloro-phenyl)-furan-2-yl]-acrylic acid ethyl ester (21 mg, 0.066 mmol) was dissolved in p-xylene and the mixture was heated to 140° C. for half an hour. The solvent was thereafter evaporated to give 15 mg (78% yield) of 2-(4-chloro-phenyl)-4H-furo[3,2-b]pyrrole-5-carboxylic acid ethyl ester as a red solid. The reactants are CN(C)C=O (DMF), C(CC)C1=C(C=CC=2C(=NOC21)C(F)(F)F)OCCCBr (7-propyl-3-(trifluoromethyl)-6-(3-bromopropyloxy)-1,2-benzisoxazole), Example 7, N1C(NCC1)=O (2-imidazolidinone), CsCO3. The solvent is hexanes, C(C)(=O)OCC (ethyl acetate). Reaction conditions: time 8 hour. Product: C(CC)C1=C(C=CC=2C(=NOC21)C(F)(F)F)OCCCN2C(NCC2)=O (1-(3-{[7-propyl-3-(trifluoromethyl)-1,2-benzisoxazol-6-yl]oxy}propyl)imidazolidin-2-one). As a reaction SMILES: CN(C=O)C.[CH2:6]([C:9]1[C:17]2[O:16][N:15]=[C:14]([C:18]([F:21])([F:20])[F:19])[C:13]=2[CH:12]=[CH:11][C:10]=1[O:22][CH2:23][CH2:24][CH2:25]Br)[CH2:7][CH3:8].[NH:27]1[CH2:31][CH2:30][NH:29][C:28]1=[O:32]>C(OCC)(=O)C>[CH2:6]([C:9]1[C:17]2[O:16][N:15]=[C:14]([C:18]([F:21])([F:20])[F:19])[C:13]=2[CH:12]=[CH:11][C:10]=1[O:22][CH2:23][CH2:24][CH2:25][N:27]1[CH2:31][CH2:30][NH:29][C:28]1=[O:32])[CH2:7][CH3:8]. Reported procedure: To a DMF solution (5 mL) of 7-propyl-3-(trifluoromethyl)-6-(3-bromopropyloxy)-1,2-benzisoxazole as prepared in Example 7 (322 mg, 0.88 mmol), was added 2-imidazolidinone (320 mg, 3.52 mmol) and CsCO3 (320 mg, 0.97 mmol) then stirred at room temperature overnight. After aqueous work-up and silica gel chromatography (hexanes: 70% ethyl acetate), the title compound was obtained. Reactants: ClC1=NC(=NC(=C1)CC1COC(OC1)(C)C)SCC1=C(C(=CC=C1)F)F (4-chloro-2-[[(2,3-difluorophenyl)methyl]thio]-6-[(2,2-dimethyl-1,3-dioxan-5-yl)methyl]pyrimidine), N1(CCC1)S(=O)(=O)N (azetidine-1-sulphonamide), 2-dicyclohexyl-phosphino-2′,4′,6′-triisopropyl,1,1′-biphenyl, C([O-])([O-])=O.[Cs+].[Cs+] (cesium carbonate). The reagents and catalysts are C=1C=CC(=CC1)/C=C/C(=O)/C=C/C2=CC=CC=C2.C=1C=CC(=CC1)/C=C/C(=O)/C=C/C2=CC=CC=C2.C=1C=CC(=CC1)/C=C/C(=O)/C=C/C2=CC=CC=C2.[Pd].[Pd] (tris(dibenzylideneacetone)dipalladium(0)). Solvent: O1CCOCC1 (dioxane). The product is FC1=C(C=CC=C1F)CSC1=NC(=CC(=N1)NS(=O)(=O)N1CCC1)CC1COC(OC1)(C)C (N-[2-[[(2,3-difluorophenyl)methyl]thio]-6-[(2,2-dimethyl-1,3-dioxan-5-yl)methyl]-4-pyrimidinyl]azetidine-1-sulphonamide). As a reaction SMILES: Cl[C:2]1[CH:7]=[C:6]([CH2:8][CH:9]2[CH2:14][O:13][C:12]([CH3:16])([CH3:15])[O:11][CH2:10]2)[N:5]=[C:4]([S:17][CH2:18][C:19]2[CH:24]=[CH:23][CH:22]=[C:21]([F:25])[C:20]=2[F:26])[N:3]=1.[N:27]1([S:31]([NH2:34])(=[O:33])=[O:32])[CH2:30][CH2:29][CH2:28]1.C(=O)([O-])[O-].[Cs+].[Cs+]>O1CCOCC1.C1C=CC(/C=C/C(/C=C/C2C=CC=CC=2)=O)=CC=1.C1C=CC(/C=C/C(/C=C/C2C=CC=CC=2)=O)=CC=1.C1C=CC(/C=C/C(/C=C/C2C=CC=CC=2)=O)=CC=1.[Pd].[Pd]>[F:26][C:20]1[C:21]([F:25])=[CH:22][CH:23]=[CH:24][C:19]=1[CH2:18][S:17][C:4]1[N:3]=[C:2]([NH:34][S:31]([N:27]2[CH2:30][CH2:29][CH2:28]2)(=[O:33])=[O:32])[CH:7]=[C:6]([CH2:8][CH:9]2[CH2:14][O:13][C:12]([CH3:16])([CH3:15])[O:11][CH2:10]2)[N:5]=1 |f:2.3.4,6.7.8.9.10|. Procedure: A solution of the product of step i) (109 mg), tris(dibenzylideneacetone)dipalladium(0) (14 mg), azetidine-1-sulphonamide (145 mg), 2-dicyclohexyl-phosphino-2′,4′,6′-triisopropyl,1,1′-biphenyl (XPHOS) (14 mg) and cesium carbonate (120 mg) in anhydrous dioxane (2.3 ml) was heated at 100° C. for 45 min. The reaction mixture was partitioned between ethyl acetate and water. Acetic acid (0.2 ml) was added and the separated organic phase was washed with water and brine, dried (MgSO4) and the solvent e... The reactants are ClC1=CC=C(C=C1)CNC1=C(C=C(C=C1)F)[N+](=O)[O-] (2-(4-chlorophenylmethylamino)-5-fluoronitrobenzene). Reagents/catalysts: [Ni] (Raney nickel). Solvent: O1CCCC1 (tetrahydrofuran). Product: ClC1=CC=C(C=C1)CNC1=C(N)C=C(C=C1)F (2-(4-chlorophenylmethylamino)-5-fluoroaniline). Yield: 91.6%. RXN SMILES: [Cl:1][C:2]1[CH:7]=[CH:6][C:5]([CH2:8][NH:9][C:10]2[CH:15]=[CH:14][C:13]([F:16])=[CH:12][C:11]=2[N+:17]([O-])=O)=[CH:4][CH:3]=1>O1CCCC1.[Ni]>[Cl:1][C:2]1[CH:7]=[CH:6][C:5]([CH2:8][NH:9][C:10]2[CH:15]=[CH:14][C:13]([F:16])=[CH:12][C:11]=2[NH2:17])=[CH:4][CH:3]=1. Procedure details: 41.7 g of 2-(4-chlorophenylmethylamino)-5-fluoronitrobenzene, prepared in Example 1, are dissolved in 1 l of tetrahydrofuran and hydrogenated at ordinary temperature and pressure in the presence of 5 g of Raney nickel. When the theoretical amount of hydrogen has been absorbed, the catalyst is filtered off and the solvent is evaporated off under vacuum to give 34.1 g of 2-(4-chlorophenylmethylamino)-5-fluoroaniline in the form of crystals melting at 99° C. The reactants are NNC(=S)NN (thiocarbohydrazide), C(CCCCCCCCCCC)S(=O)(=O)CCCC(=O)O (4-(dodecylsulfonyl)butanoic acid), [N+](=O)([O-])C=1C=C(C=CC1)B(O)O (3-nitrobenzeneboronic acid). Run in C1(=CC=CC=C1)C (toluene). Yields the product NN1C(=NN=C1S)CCCS(=O)(=O)CCCCCCCCCCCC (4-amino-3-[3-(dodecylsulfonyl)propyl]-5-mercapto-[1,2,4]triazole). Isolated yield 87.2%. RXN SMILES: [NH2:1][NH:2][C:3]([NH:5][NH2:6])=[S:4].[CH2:7]([S:19]([CH2:22][CH2:23][CH2:24][C:25](O)=O)(=[O:21])=[O:20])[CH2:8][CH2:9][CH2:10][CH2:11][CH2:12][CH2:13][CH2:14][CH2:15][CH2:16][CH2:17][CH3:18].[N+](C1C=C(B(O)O)C=CC=1)([O-])=O>C1(C)C=CC=CC=1>[NH2:6][N:5]1[C:3]([SH:4])=[N:2][N:1]=[C:25]1[CH2:24][CH2:23][CH2:22][S:19]([CH2:7][CH2:8][CH2:9][CH2:10][CH2:11][CH2:12][CH2:13][CH2:14][CH2:15][CH2:16][CH2:17][CH3:18])(=[O:20])=[O:21]. Reported procedure: To a mixture of 4.9 g (47 mmol) of thiocarbohydrazide and 15 g (47 mmol) of 4-(dodecylsulfonyl)butanoic acid in 30 ml of toluene was added 0.8 g (4.7 mmol) of 3-nitrobenzeneboronic acid. The mixture was heated at reflux for 24 hr. Upon cooling, the thick precipitate was collected, rinsed with a small amount of acetonitrile (10 ml), dried in vacuo to yield 16 g (87.4%) of the desired product as a white solid. All of the analytical data confirmed the assigned structure. Reactants: ice water, C([O-])([O-])=O.[K+].[K+] (potassium carbonate), C(C)C1(C(C2(C(N(C(N2)=O)C)=O)CC(N1C)(C)CC)C)C (7,9-diethyl-3,6,7,8,9-pentamethyl-1,3,8-triazaspiro[4.5]decane-2,4-dione), [H-].[Na+] (sodium hydride), CI (methyl iodide). The solvent is CN(C=O)C (dimethylformamide). Reaction conditions: time 8 hour. Product: C(C)C1(C(C2(C(N(C(N2C)=O)C)=O)CC(N1C)(C)CC)C)C (7,9-diethyl-1,3,6,7,8,9-hexamethyl-1,3,8-triazaspiro[4.5]decane-2,4-dione). RXN SMILES: [CH2:1]([C:3]1([CH3:21])[N:15]([CH3:16])[C:14]([CH2:18][CH3:19])([CH3:17])[CH2:13][C:5]2([NH:9][C:8](=[O:10])[N:7]([CH3:11])[C:6]2=[O:12])[CH:4]1[CH3:20])[CH3:2].[H-].[Na+].CI.[C:26](=O)([O-])[O-].[K+].[K+]>CN(C)C=O>[CH2:1]([C:3]1([CH3:21])[N:15]([CH3:16])[C:14]([CH2:18][CH3:19])([CH3:17])[CH2:13][C:5]2([N:9]([CH3:26])[C:8](=[O:10])[N:7]([CH3:11])[C:6]2=[O:12])[CH:4]1[CH3:20])[CH3:2] |f:1.2,4.5.6|. Procedure: To a solution of 2.95 g of Compound 64, obtained as described in Example 5, in 10 ml of dimethylformamide was added 0.67 g of 52.9% sodium hydride; the mixture was stirred overnight at room temperature. 2.26 g of methyl iodide were then added and the mixture was heated at 100° C for 15 hours, with stirring. After cooling the mixture, 100 ml of ice-water and 20 ml of a 20% aqueous potassium carbonate solution were added in turn; the mixture was then extracted with ethyl acetate. The extract was w...